Task: describe an organic reaction: reactants, conditions, products, and yield. Dataset: the Open Reaction Database (ORD), a public repository of structured organic reaction records Starting materials: CN=NNc1ccc(C)cc1, CO, O=[N+]([O-])c1cc(F)c(O)c(F)c1, O, c1ccccc1. The product is COc1c(F)cc([N+](=O)[O-])cc1F. RXN SMILES: [CH3:13][N:14]=[N:15][NH:16][c:17]1[cH:18][cH:19][c:20]([CH3:21])[cH:22][cH:23]1.[CH3:24][OH:25].[F:1][c:2]1[c:3]([OH:12])[c:4]([F:11])[cH:5][c:6]([N+:8](=[O:9])[O-:10])[cH:7]1.[OH2:26].[cH:27]1[cH:28][cH:29][cH:30][cH:31][cH:32]1>>[F:1][c:2]1[c:3]([O:12][CH3:13])[c:4]([F:11])[cH:5][c:6]([N+:8](=[O:9])[O-:10])[cH:7]1. Starting materials: solution, C(CC1=CC=CC=C1)[Mg]Br (phenethyl magnesium bromide), CON(C(=O)[C@H]1CC[C@H](CC1)CNC(OC(C)(C)C)=O)C (tert-butyl [(cis-4-{[methoxy(methyl)amino]carbonyl}cyclohexyl)methyl]carbamate). Run in O1CCCC1 (tetrahydrofuran), O1CCCC1 (tetrahydrofuran). Reaction conditions: time 18 hour. Product: C1(=CC=CC=C1)CCC(=O)[C@H]1CC[C@H](CC1)CNC(OC(C)(C)C)=O (tert-butyl {[cis-4-(3-phenylpropanoyl)cyclohexyl]methyl}carbamate). The yield is 68.0%. Reaction SMILES: CON(C)[C:4]([C@@H:6]1[CH2:11][CH2:10][C@H:9]([CH2:12][NH:13][C:14](=[O:20])[O:15][C:16]([CH3:19])([CH3:18])[CH3:17])[CH2:8][CH2:7]1)=[O:5].[CH2:22]([Mg]Br)[CH2:23][C:24]1[CH:29]=[CH:28][CH:27]=[CH:26][CH:25]=1>O1CCCC1>[C:24]1([CH2:23][CH2:22][C:4]([C@@H:6]2[CH2:7][CH2:8][C@H:9]([CH2:12][NH:13][C:14](=[O:20])[O:15][C:16]([CH3:17])([CH3:18])[CH3:19])[CH2:10][CH2:11]2)=[O:5])[CH:29]=[CH:28][CH:27]=[CH:26][CH:25]=1. Procedure: To a solution of tert-butyl [(cis-4-{[methoxy(methyl)amino]carbonyl}cyclohexyl)methyl]carbamate (4.51 g, 15.0 mmol) in dry tetrahydrofuran (15 ml) under nitrogen cooled in an ice-bath was added dropwise via syringe over five minutes a 1M solution of phenethyl magnesium bromide in tetrahydrofuran (60 ml, 60 mmol, 4 equivalents). The mixture was stirred 18 hours while warming from ice-bath temperature to ambient temperature. The reaction was quenched by addition of saturated ammonium chloride solu... Procedure: Mix 4,6-dibromoindole (2.09 g, 7.58 mmol), potassium carbonate (1.57 g, 11.4 mmol) and anhydrous methylene chloride (30 mL). Stir and add a solution of ethyl 3-bromo-2-hydroxyiminopropanoate (1.59 g, 7.58 mmol) in methylene chloride (20 mL). Stir under a nitrogen atmosphere for 48 hours. Take the solution up in ethyl acetate and wash with water (100 mL), saturated sodium hydrogen carbonate (100 mL) and brine (100 mL). Dry (MgSO4) and evaporate the solvent in vacuo and purify by silica gel chroma... The reactants are BrC1=C2C=CNC2=CC(=C1)Br (4,6-dibromoindole), C([O-])([O-])=O.[K+].[K+] (potassium carbonate), BrCC(C(=O)OCC)=NO (ethyl 3-bromo-2-hydroxyiminopropanoate). RXN SMILES: [Br:1][C:2]1[CH:10]=[C:9]([Br:11])[CH:8]=[C:7]2[C:3]=1[CH:4]=[CH:5][NH:6]2.C(=O)([O-])[O-].[K+].[K+].Br[CH2:19][C:20](=[N:26][OH:27])[C:21]([O:23][CH2:24][CH3:25])=[O:22]>C(Cl)Cl.C(OCC)(=O)C>[OH:27][N:26]=[C:20]([CH2:19][C:4]1[C:3]2[C:7](=[CH:8][C:9]([Br:11])=[CH:10][C:2]=2[Br:1])[NH:6][CH:5]=1)[C:21]([O:23][CH2:24][CH3:25])=[O:22] |f:1.2.3|. The solvent is C(C)(=O)OCC (ethyl acetate), C(Cl)Cl (methylene chloride), C(Cl)Cl (methylene chloride). The product is ON=C(C(=O)OCC)CC1=CNC2=CC(=CC(=C12)Br)Br (Ethyl 2-(hydroxyimino)-3-(4,6-dibromo-3-indolyl)propanoate). Reactants: BrC1=CC(=C(C=C1)NC1=C(C=2N(C=C1C(=O)NN)C=CN2)Cl)F (7-(4-bromo-2-fluorophenylamino)-8-chloroimidazo[1,2-a]pyridine-6-carboxylic acid hydrazide), 4-Me morpholine, ClCC(=O)Cl (chloroacetyl chloride). The solvent is ClCCl (dichloromethane), C(C)(=O)OCC (ethyl acetate). Run at temperature 0 celsius, time 1 hour. Yields the product ClCC(=O)NNC(=O)C=1C(=C(C=2N(C1)C=CN2)Cl)NC2=C(C=C(C=C2)Br)F (7-(4-bromo-2-fluorophenylamino)-8-chloroimidazo[1,2-a]pyridine-6-carboxylic acid N′-(2-chloroacetyl)-hydrazide). The yield is 53.9%. As a reaction SMILES: [Br:1][C:2]1[CH:7]=[CH:6][C:5]([NH:8][C:9]2[C:14]([C:15]([NH:17][NH2:18])=[O:16])=[CH:13][N:12]3[CH:19]=[CH:20][N:21]=[C:11]3[C:10]=2[Cl:22])=[C:4]([F:23])[CH:3]=1.[Cl:24][CH2:25][C:26](Cl)=[O:27]>ClCCl.C(OCC)(=O)C>[Cl:24][CH2:25][C:26]([NH:18][NH:17][C:15]([C:14]1[C:9]([NH:8][C:5]2[CH:6]=[CH:7][C:2]([Br:1])=[CH:3][C:4]=2[F:23])=[C:10]([Cl:22])[C:11]2[N:12]([CH:19]=[CH:20][N:21]=2)[CH:13]=1)=[O:16])=[O:27]. Procedure: 7-(4-Bromo-2-fluorophenylamino)-8-chloroimidazo[1,2-a]pyridine-6-carboxylic acid hydrazide (100 mg, 0.25 mmol) of Step A, Example 35 was suspended in dichloromethane (2 mL) and 4-Me morpholine (0.040 mL, 0.36 mmol) was added. The mixture was cooled to 0° C. and then chloroacetyl chloride (0.029 mL, 0.36 mmol) was added dropwise. The reaction mixture was warmed to room temperature and stirred for 1 hour under N2. Rinsed reaction mixture into a separatory funnel with a small amount of tetrahydrofu... Starting materials: ClCCl, CNCC#N, Cl, [Na+], O=C(Cl)c1ccccc1Oc1ccccc1, [OH-], O. Yields the product CN(CC#N)C(=O)c1ccccc1Oc1ccccc1. As a reaction SMILES: [CH2:26]([Cl:27])[Cl:28].[CH3:2][NH:3][CH2:4][C:5]#[N:6].[ClH:1].[Na+:8].[O:10]([c:11]1[cH:12][cH:13][cH:14][cH:15][cH:16]1)[c:17]1[c:18]([C:19](=[O:20])[Cl:21])[cH:22][cH:23][cH:24][cH:25]1.[OH-:7].[OH2:9]>>[CH3:2][N:3]([CH2:4][C:5]#[N:6])[C:19]([c:18]1[c:17]([O:10][c:11]2[cH:12][cH:13][cH:14][cH:15][cH:16]2)[cH:25][cH:24][cH:23][cH:22]1)=[O:20].